This data is from the Open Reaction Database (ORD), a public repository of structured organic reaction records. The task is: describe an organic reaction: reactants, conditions, products, and yield The reactants are C(C)(=O)OCC(=O)O (acetoxy acetic acid), C1CCC(CC1)N=C=NC2CCCCC2 (DCC), Cl.C(C)(=O)NC1=C(C=C(C(=O)OC)C=C1)N (Methyl 4-(Acetylamino)-3-Aminobenzoate, Hydrochloride). The solvent is CN(C)C=O (DMF), O1CCOCC1 (dioxane). Reaction conditions: temperature 0 celsius. The product is C(C)(=O)NC1=C(C=C(C(=O)OC)C=C1)NC(COC(C)=O)=O (Methyl 4-(Acetylamino)-3-[(Acetoxyacetyl)Amino]Benzoate). The yield is 678.9%. Reaction SMILES: Cl.[C:2]([NH:5][C:6]1[CH:15]=[CH:14][C:9]([C:10]([O:12][CH3:13])=[O:11])=[CH:8][C:7]=1[NH2:16])(=[O:4])[CH3:3].[C:17]([O:20][CH2:21][C:22](O)=[O:23])(=[O:19])[CH3:18].C1CCC(N=C=NC2CCCCC2)CC1>CN(C=O)C.O1CCOCC1>[C:2]([NH:5][C:6]1[CH:15]=[CH:14][C:9]([C:10]([O:12][CH3:13])=[O:11])=[CH:8][C:7]=1[NH:16][C:22](=[O:23])[CH2:21][O:20][C:17](=[O:19])[CH3:18])(=[O:4])[CH3:3] |f:0.1|. Procedure: Compound 16 (0.20 g, 0.96 mmol) was dissolved in a mixture of anhydrous DMF (2 mL) and anhydrous dioxane (5 mL), and the solution was cooled to 0°-5° C. in an ice bath. To this were added acetoxy acetic acid (0.124 g, 0.129 mmol) and DCC (0.198 g, 0.210 mL, 0.960 mmol). The reaction mixture was stirred for a few minutes at 0° C., the ice bath was removed, and the mixture was stirred at room temperature for 4 hours. The solid which separated was filtered and the filtrate was concentrated to dryne... The reactants are CCCCO, COc1ccc(CN)c(OC)c1, CCN(C(C)C)C(C)C, CC1(C)OC2C(CN=[N+]=[N-])CC(n3ccc4c(Cl)ncnc43)C2O1. Product: COc1ccc(CNc2ncnc3c2ccn3C2CC(CN=[N+]=[N-])C3OC(C)(C)OC32)c(OC)c1. Reaction SMILES: [CH2:46]([OH:47])[CH2:48][CH2:49][CH3:50].[CH3:25][O:26][c:27]1[c:28]([CH2:29][NH2:30])[cH:31][cH:32][c:33]([O:35][CH3:36])[cH:34]1.[CH:37]([N:38]([CH2:39][CH3:40])[CH:41]([CH3:42])[CH3:43])([CH3:44])[CH3:45].[N:1](=[N+:2]=[N-:3])[CH2:4][CH:5]1[CH2:6][CH:7]([n:15]2[cH:16][cH:17][c:18]3[c:19]2[n:20][cH:21][n:22][c:23]3[Cl:24])[CH:8]2[CH:9]1[O:10][C:11]([CH3:13])([CH3:14])[O:12]2>>[N:1](=[N+:2]=[N-:3])[CH2:4][CH:5]1[CH2:6][CH:7]([n:15]2[cH:16][cH:17][c:18]3[c:19]2[n:20][cH:21][n:22][c:23]3[NH:30][CH2:29][c:28]2[c:27]([O:26][CH3:25])[cH:34][c:33]([O:35][CH3:36])[cH:32][cH:31]2)[CH:8]2[CH:9]1[O:10][C:11]([CH3:13])([CH3:14])[O:12]2. Reactants: C(CCC)[SnH](CCCC)CCCC (tributylstannane), FC(=C)C(CC#C)(CCCC)O[Si](C)(C)C (4-(1'-fluorovinyl)-4-trimethylsilyloxy-1-octyne), N(=NC(C#N)(C)C)C(C#N)(C)C (azobisisobutyronitrile). Reaction conditions: temperature 140 celsius. Yields the product FC(=C)C(C/C=C/[Sn](CCCC)(CCCC)CCCC)(CCCC)O[Si](C)(C)C (E-4-(1'-Fluorovinyl)-1-tributylstannyl-4-trimethylsilyloxy-1-octene). Reaction SMILES: [CH2:1]([SnH:5]([CH2:10][CH2:11][CH2:12][CH3:13])[CH2:6][CH2:7][CH2:8][CH3:9])[CH2:2][CH2:3][CH3:4].[F:14][C:15]([C:17]([O:25][Si:26]([CH3:29])([CH3:28])[CH3:27])([CH2:21][CH2:22][CH2:23][CH3:24])[CH2:18][C:19]#[CH:20])=[CH2:16].N(C(C)(C)C#N)=NC(C)(C)C#N>>[F:14][C:15]([C:17]([O:25][Si:26]([CH3:29])([CH3:27])[CH3:28])([CH2:21][CH2:22][CH2:23][CH3:24])[CH2:18]/[CH:19]=[CH:20]/[Sn:5]([CH2:6][CH2:7][CH2:8][CH3:9])([CH2:10][CH2:11][CH2:12][CH3:13])[CH2:1][CH2:2][CH2:3][CH3:4])=[CH2:16]. Procedure details: A mixture of 21.4 ml. of tributylstannane, 18.3 g. of 4-(1'-fluorovinyl)-4-trimethylsilyloxy-1-octyne and azobisisobutyronitrile is heated under an inert atmosphere on an oil bath. Upon reaching 85° C., a rapid exotherm occurs which is moderated to maintain 140° C. using a water bath. After the exotherm the mixture is heated at 135° C. for one hour, then cooled to room temperature. The resulting oil is distilled via a Kugelrohr to give the desired product as 33.68 g. of a light yellow liquid (ai... Reactants: CCOC(C)=O, CC(=O)O, CCC(=C(c1ccc(O)cc1)c1ccc(OCCNCCCCCCSCCCC(F)(F)C(F)(F)F)cc1)c1ccccc1, O, OO. The product is CCC(=C(c1ccc(O)cc1)c1ccc(OCCNCCCCCCS(=O)CCCC(F)(F)C(F)(F)F)cc1)c1ccccc1. As a reaction SMILES: [CH3:47][CH2:48][O:49][C:50](=[O:51])[CH3:52].[CH3:53][C:54](=[O:55])[OH:56].[F:1][C:2]([CH2:3][CH2:4][CH2:5][S:6][CH2:7][CH2:8][CH2:9][CH2:10][CH2:11][CH2:12][NH:13][CH2:14][CH2:15][O:16][c:17]1[cH:18][cH:19][c:20]([C:23](=[C:24]([CH2:25][CH3:26])[c:27]2[cH:28][cH:29][cH:30][cH:31][cH:32]2)[c:33]2[cH:34][cH:35][c:36]([OH:39])[cH:37][cH:38]2)[cH:21][cH:22]1)([C:40]([F:41])([F:42])[F:43])[F:44].[OH2:57].[OH:45][OH:46]>>[F:1][C:2]([CH2:3][CH2:4][CH2:5][S:6]([CH2:7][CH2:8][CH2:9][CH2:10][CH2:11][CH2:12][NH:13][CH2:14][CH2:15][O:16][c:17]1[cH:18][cH:19][c:20]([C:23](=[C:24]([CH2:25][CH3:26])[c:27]2[cH:28][cH:29][cH:30][cH:31][cH:32]2)[c:33]2[cH:34][cH:35][c:36]([OH:39])[cH:37][cH:38]2)[cH:21][cH:22]1)=[O:45])([C:40]([F:41])([F:42])[F:43])[F:44].